This data is from the Open Reaction Database (ORD), a public repository of structured organic reaction records. The task is: describe an organic reaction: reactants, conditions, products, and yield The reactants are Cl (hydrochloric acid), ice water, ClC1=C(C=C(C=C1)Cl)S(=O)(=O)Cl (2,5-dichlorobenzenesulfonyl chloride), aqueous solution, N (ammonia). The solvent is C(C)#N (acetonitrile). Conditions: temperature 5 celsius. Yields the product ClC1=C(C=C(C=C1)Cl)S(=O)(=O)N (2,5-dichlorobenzenesulfonamide), crystal. Yield: 88.0%. RXN SMILES: [NH3:1].[Cl:2][C:3]1[CH:8]=[CH:7][C:6]([Cl:9])=[CH:5][C:4]=1[S:10](Cl)(=[O:12])=[O:11].Cl>C(#N)C>[Cl:2][C:3]1[CH:8]=[CH:7][C:6]([Cl:9])=[CH:5][C:4]=1[S:10]([NH2:1])(=[O:12])=[O:11]. Procedure details: 170 ml of aqueous solution of 25% ammonia and 500 ml of acetonitrile were ice-cooled and stirred while maintaining the internal temperature at 5° C. or lower. 126 g (0.513 mol) of commercially available 2,5-dichlorobenzenesulfonyl chloride was added dividedly in five times over 1 hour. After completion of the addition, additional 30 minutes' reaction was performed, and then the reaction mixture was poured in a mixed solution of 100 ml of concentrated hydrochloric acid and 1,000 ml of ice water u... Starting materials: O=C1CCC(=O)N1Br, O=C(OOC(=O)c1ccccc1)c1ccccc1, ClC(Cl)(Cl)Cl, O=C(Nc1nccs1)C(CC1CCCCC1)N1Cc2ccccc2C1=O. The product is O=C(Nc1ncc(Br)s1)C(CC1CCCCC1)N1Cc2ccccc2C1=O. Reaction SMILES: [Br:27][N:28]1[C:29](=[O:30])[CH2:31][CH2:32][C:33]1=[O:34].[C:35]([O:36][O:37][C:38](=[O:39])[c:40]1[cH:41][cH:42][cH:43][cH:44][cH:45]1)(=[O:46])[c:47]1[cH:48][cH:49][cH:50][cH:51][cH:52]1.[C:53]([Cl:54])([Cl:55])([Cl:56])[Cl:57].[CH:1]1([CH2:7][CH:8]([C:9](=[O:10])[NH:11][c:12]2[s:13][cH:14][cH:15][n:16]2)[N:17]2[C:18](=[O:26])[c:19]3[cH:20][cH:21][cH:22][cH:23][c:24]3[CH2:25]2)[CH2:2][CH2:3][CH2:4][CH2:5][CH2:6]1>>[CH:1]1([CH2:7][CH:8]([C:9](=[O:10])[NH:11][c:12]2[s:13][c:14]([Br:27])[cH:15][n:16]2)[N:17]2[C:18](=[O:26])[c:19]3[cH:20][cH:21][cH:22][cH:23][c:24]3[CH2:25]2)[CH2:2][CH2:3][CH2:4][CH2:5][CH2:6]1. Starting materials: C(C1=CC=CC=C1)N1N=C(C(=C1)CO)OCC1=CC(=C(C=C1)OCC=1N=C(OC1C)C=1OC=CC1)OCC1=CC=CC=C1 ({1-benzyl-3-[(3-benzyloxy-4-{[2-(2-furyl)-5-methyl-1,3-oxazol-4-yl]methoxy}benzyl)oxy]-1H-pyrazol-4-yl}methanol). The reagents and catalysts are [O-2].[O-2].[Mn+4] (manganese dioxide). The solvent is O1CCCC1 (tetrahydrofuran). Run at time 15 hour. Yields the product C(C1=CC=CC=C1)N1N=C(C(=C1)C=O)OCC1=CC(=C(C=C1)OCC=1N=C(OC1C)C=1OC=CC1)OCC1=CC=CC=C1 (1-benzyl-3-[(3-benzyloxy-4-{[2-(2-furyl)-5-methyl-1,3-oxazol-4-yl]methoxy}benzyl)oxy]-1H-pyrazole-4-carbaldehyde). Isolated yield 86.0%. Reaction SMILES: [CH2:1]([N:8]1[CH:12]=[C:11]([CH2:13][OH:14])[C:10]([O:15][CH2:16][C:17]2[CH:22]=[CH:21][C:20]([O:23][CH2:24][C:25]3[N:26]=[C:27]([C:31]4[O:32][CH:33]=[CH:34][CH:35]=4)[O:28][C:29]=3[CH3:30])=[C:19]([O:36][CH2:37][C:38]3[CH:43]=[CH:42][CH:41]=[CH:40][CH:39]=3)[CH:18]=2)=[N:9]1)[C:2]1[CH:7]=[CH:6][CH:5]=[CH:4][CH:3]=1>[O-2].[O-2].[Mn+4].O1CCCC1>[CH2:1]([N:8]1[CH:12]=[C:11]([CH:13]=[O:14])[C:10]([O:15][CH2:16][C:17]2[CH:22]=[CH:21][C:20]([O:23][CH2:24][C:25]3[N:26]=[C:27]([C:31]4[O:32][CH:33]=[CH:34][CH:35]=4)[O:28][C:29]=3[CH3:30])=[C:19]([O:36][CH2:37][C:38]3[CH:39]=[CH:40][CH:41]=[CH:42][CH:43]=3)[CH:18]=2)=[N:9]1)[C:2]1[CH:7]=[CH:6][CH:5]=[CH:4][CH:3]=1 |f:1.2.3|. Reported procedure: A mixture of {1-benzyl-3-[(3-benzyloxy-4-{[2-(2-furyl)-5-methyl-1,3-oxazol-4-yl]methoxy}benzyl)oxy]-1H-pyrazol-4-yl}methanol (0.35 g), activated manganese dioxide (1.00 g) and tetrahydrofuran (50 mL) was stirred at room temperature for 15 hrs. Manganese dioxide was removed by filtration and the filtrate was concentrated. The obtained crystals were collected by filtration to give 1-benzyl-3-[(3-benzyloxy-4-{[2-(2-furyl)-5-methyl-1,3-oxazol-4-yl]methoxy}benzyl)oxy]-1H-pyrazole-4-carbaldehyde as co... The reactants are COC=1C=C(C=CC1OC)NC=1SC2=C(N1)C=CC(=C2)[N+](=O)[O-] ((3,4-Dimethoxy-phenyl)-(6-nitro-benzothiazol-2-yl)-amine), ClC1=C(C(=O)Cl)C=CC=C1 (2-chlorobenzoyl chloride). Product: ClC1=C(C(=O)N(C=2SC3=C(N2)C=CC(=C3)[N+](=O)[O-])C3=CC(=C(C=C3)OC)OC)C=CC=C1 (2-Chloro-N-(3,4-dimethoxy-phenyl)-N-(6-nitro-benzothiazol-2-yl)-benzamide). As a reaction SMILES: [CH3:1][O:2][C:3]1[CH:4]=[C:5]([NH:11][C:12]2[S:13][C:14]3[CH:20]=[C:19]([N+:21]([O-:23])=[O:22])[CH:18]=[CH:17][C:15]=3[N:16]=2)[CH:6]=[CH:7][C:8]=1[O:9][CH3:10].[Cl:24][C:25]1[CH:33]=[CH:32][CH:31]=[CH:30][C:26]=1[C:27](Cl)=[O:28]>>[Cl:24][C:25]1[CH:33]=[CH:32][CH:31]=[CH:30][C:26]=1[C:27]([N:11]([C:5]1[CH:6]=[CH:7][C:8]([O:9][CH3:10])=[C:3]([O:2][CH3:1])[CH:4]=1)[C:12]1[S:13][C:14]2[CH:20]=[C:19]([N+:21]([O-:23])=[O:22])[CH:18]=[CH:17][C:15]=2[N:16]=1)=[O:28]. Reported procedure: The title compound was synthesised from (3,4-Dimethoxy-phenyl)-(6-nitro-benzothiazol-2-yl)-amine and 2-chlorobenzoyl chloride (commercially available) according to the procedure described for Example 2. MS (m/e): 469.7 (MH+, 100%). Reactants: C(C)O (ethanol), [BH4-].[Na+] (sodium borohydride), Cl.C1(=CC=CC=C1)N1CNC(C12CCN(CC2)CC2C(C1=CC(=CC=C1CC2)OC)=O)=O (1-phenyl-8-[(1,2,3,4-tetrahydro-7-methoxy-1-oxo-2-naphthalenyl)methyl]-1,3,8-triazaspiro[4.5]decan-4-one, hydrochloride). The solvent is O (water), CO (methanol), O (water). Yields the product C1(=CC=CC=C1)N1CNC(C12CCN(CC2)C[C@H]2[C@@H](C1=CC(=CC=C1CC2)OC)O)=O (trans-1-Phenyl-8-[(1,2,3,4-tetrahydro-1-hydroxy-7-methoxy-2-naphthalenyl)methyl]-1,3,8-triazaspiro[4.5]decan-4-one). The yield is 87.6%. Reaction SMILES: Cl.[C:2]1([N:8]2[C:12]3([CH2:17][CH2:16][N:15]([CH2:18][CH:19]4[CH2:28][CH2:27][C:26]5[C:21](=[CH:22][C:23]([O:29][CH3:30])=[CH:24][CH:25]=5)[C:20]4=[O:31])[CH2:14][CH2:13]3)[C:11](=[O:32])[NH:10][CH2:9]2)[CH:7]=[CH:6][CH:5]=[CH:4][CH:3]=1.[BH4-].[Na+].C(O)C>CO.O>[C:2]1([N:8]2[C:12]3([CH2:17][CH2:16][N:15]([CH2:18][C@@H:19]4[CH2:28][CH2:27][C:26]5[C:21](=[CH:22][C:23]([O:29][CH3:30])=[CH:24][CH:25]=5)[C@H:20]4[OH:31])[CH2:14][CH2:13]3)[C:11](=[O:32])[NH:10][CH2:9]2)[CH:3]=[CH:4][CH:5]=[CH:6][CH:7]=1 |f:0.1,2.3|. Procedure details: A slurry of 1-phenyl-8-[(1,2,3,4-tetrahydro-7-methoxy-1-oxo-2-naphthalenyl)methyl]-1,3,8-triazaspiro[4.5]decan-4-one, hydrochloride (1:1) (10.0 g, see example 195) in 150 ml of methanol is cooled in ice and treated dropwise with 4.5 g of sodium borohydride in 25 ml of water. The resulting mixture is stirred over a 60-hour period at room temperature under nitrogen. The reaction mixture is diluted with water and extracted with methylene chloride. Concentration of the dried methylene chloride solut...